This data is from the Open Reaction Database (ORD), a public repository of structured organic reaction records. The task is: describe an organic reaction: reactants, conditions, products, and yield Reactants: CC(C)(C)[O-], CC(N)C1CC1, N#Cc1cnc(Cl)c2c1[nH]c1ccc(F)cc12, [Na+], O=C(C=Cc1ccccc1)C=Cc1ccccc1, O=C(C=Cc1ccccc1)C=Cc1ccccc1, O=C(C=Cc1ccccc1)C=Cc1ccccc1, [Pd], [Pd], c1ccc(P(c2ccccc2)c2ccc3ccccc3c2-c2c(P(c3ccccc3)c3ccccc3)ccc3ccccc23)cc1. The product is CC(Nc1ncc(C#N)c2[nH]c3ccc(F)cc3c12)C1CC1. As a reaction SMILES: [CH3:70][C:71]([CH3:72])([O-:73])[CH3:74].[CH:18]1([CH:21]([CH3:22])[NH2:23])[CH2:19][CH2:20]1.[Cl:1][c:2]1[n:3][cH:4][c:5]([C:16]#[N:17])[c:6]2[nH:7][c:8]3[cH:9][cH:10][c:11]([F:15])[cH:12][c:13]3[c:14]12.[Na+:75].[O:114]=[C:115]([CH:116]=[CH:117][c:118]1[cH:119][cH:120][cH:121][cH:122][cH:123]1)[CH:124]=[CH:125][c:126]1[cH:127][cH:128][cH:129][cH:130][cH:131]1.[O:78]=[C:79]([CH:80]=[CH:81][c:82]1[cH:83][cH:84][cH:85][cH:86][cH:87]1)[CH:88]=[CH:89][c:90]1[cH:91][cH:92][cH:93][cH:94][cH:95]1.[O:96]=[C:97]([CH:98]=[CH:99][c:100]1[cH:101][cH:102][cH:103][cH:104][cH:105]1)[CH:106]=[CH:107][c:108]1[cH:109][cH:110][cH:111][cH:112][cH:113]1.[Pd:76].[Pd:77].[cH:24]1[cH:25][cH:26][c:27]([P:28]([c:29]2[cH:30][cH:31][c:32]3[c:33]([cH:34][cH:35][cH:36][cH:37]3)[c:38]2-[c:39]2[c:40]3[c:41]([cH:42][cH:43][cH:44][cH:45]3)[cH:46][cH:47][c:48]2[P:49]([c:50]2[cH:51][cH:52][cH:53][cH:54][cH:55]2)[c:56]2[cH:57][cH:58][cH:59][cH:60][cH:61]2)[c:62]2[cH:63][cH:64][cH:65][cH:66][cH:67]2)[cH:68][cH:69]1>>[c:2]1([NH:23][CH:21]([CH:18]2[CH2:19][CH2:20]2)[CH3:22])[n:3][cH:4][c:5]([C:16]#[N:17])[c:6]2[nH:7][c:8]3[cH:9][cH:10][c:11]([F:15])[cH:12][c:13]3[c:14]12.